From a dataset of the Open Reaction Database (ORD), a public repository of structured organic reaction records. describe an organic reaction: reactants, conditions, products, and yield The reactants are C(CCC)[Li] (n-butyllithium), C(C)(=O)OCC (ethyl acetate), ClC1=C(C=CC(=C1)Cl)Br (2,4-dichlorobromobenzene), Cl[Si](C1=CC=CC=C1)(C)CCl (chloro(chloromethyl)methyl(phenyl)silane). Run in CCCCCC (hexane), O1CCCC1 (tetrahydrofuran). Product: ClC[Si](C1=CC=CC=C1)(C)C1=C(C=C(C=C1)Cl)Cl (Chloromethyl(2,4-dichlorophenyl)methyl(phenyl)silane). Yield: 100.3%. RXN SMILES: [Cl:1][C:2]1[CH:7]=[C:6]([Cl:8])[CH:5]=[CH:4][C:3]=1Br.Cl[Si:11]([CH2:19][Cl:20])([CH3:18])[C:12]1[CH:17]=[CH:16][CH:15]=[CH:14][CH:13]=1.C([Li])CCC.C(OCC)(=O)C>O1CCCC1.CCCCCC>[Cl:20][CH2:19][Si:11]([C:3]1[CH:4]=[CH:5][C:6]([Cl:8])=[CH:7][C:2]=1[Cl:1])([CH3:18])[C:12]1[CH:17]=[CH:16][CH:15]=[CH:14][CH:13]=1. Reported procedure: A solution of 13.6 g (0.060 mol) of 2,4-dichlorobromobenzene and 12.3 g (0.060 mol) of chloro(chloromethyl)methyl(phenyl)silane (prepared as in Example 14) in 85 ml of dry tetrahydrofuran was chilled to -60° under nitrogen and stirred while 38 ml (0.060 mol) of 1.6 molar n-butyllithium in hexane was added dropwise at a rate that held the mixture below -55°. The resulting red solution was allowed to warm to room temperature, treated with 5 ml of ethyl acetate to quench any unreacted organolithium... The reactants are NC1=NC=C(C=C1I)Br (2-Amino-3-iodo-5-bromopyridine), COC(=O)C1=C(C=CC=C1)B(O)O (2-methoxycarbonylphenylboronic acid), C1(CCCCC1)P(C1=C(C=CC=C1)C1=C(C=CC=C1OC)OC)C1CCCCC1 (2-dicyclohexylphosphino-2′,6′-dimethoxybiphenyl), C([O-])([O-])=O.[K+].[K+] (potassium carbonate). Reagents/catalysts: C(C)(=O)[O-].[Pd+2].C(C)(=O)[O-] (palladium(II) acetate). Run in O1CCOCC1.O (dioxane H2O). Run at temperature 100 celsius, time 8 hour. Product: C1=C2C3=C(C(NC2=NC=C1)=O)C=CC=C3 (5H-Benzo[c][1,8]naphthyridin-6-one). Isolated yield 3.1%. Reaction SMILES: [NH2:1][C:2]1[C:7](I)=[CH:6][C:5](Br)=[CH:4][N:3]=1.C[O:11][C:12]([C:14]1[CH:19]=[CH:18][CH:17]=[CH:16][C:15]=1B(O)O)=O.C1(P(C2CCCCC2)C2C=CC=CC=2C2C(OC)=CC=CC=2OC)CCCCC1.C(=O)([O-])[O-].[K+].[K+]>O1CCOCC1.O.C([O-])(=O)C.[Pd+2].C([O-])(=O)C>[CH:6]1[CH:5]=[CH:4][N:3]=[C:2]2[C:7]=1[C:15]1[CH:16]=[CH:17][CH:18]=[CH:19][C:14]=1[C:12](=[O:11])[NH:1]2 |f:3.4.5,6.7,8.9.10|. Reported procedure: 2-Amino-3-iodo-5-bromopyridine (299 mg, 1.00 mmol), 2-methoxycarbonylphenylboronic acid (189 mg, 1.05 mmol), palladium(II) acetate (9 mg, 0.04 mmol), 2-dicyclohexylphosphino-2′,6′-dimethoxybiphenyl (33 mg, 0.08 mmol), and potassium carbonate (414 mg, 3.00 mmol) were dissolved in dioxane/H2O (2.0 mL, 10/1, v/v), and stirred overnight at 100° C. The reaction mixture was concentrated, suspended in EtOAc/H2O, and filtered. The precipitate was washed with EtOAc/H2O, and dried under vacuum to provide ... Reactants: O[C@H](C)[C@H]1C(N([C@@H]1CC(=O)S[C@@H]1CN(CC1)C(C)=NC(=O)OCC1=CC=C(C=C1)[N+](=O)[O-])C(=C(C)C)C(=O)OCC1=CC=C(C=C1)[N+](=O)[O-])=O ((3S, 4R)-3-[(R)-1-hydroxyethyl]-4-([(S)-1-[N-(p-nitrobenzyloxycarbonyl)acetimidoyl]pyrrolidin-3-ylthio]carbonylmethyl)-1-[2-methyl-1-(p-nitrobenzyloxycarbonyl)prop-1-enyl]-2-azetidinone), [N+](=O)([O-])C1=CC=C(COC(=O)Cl)C=C1 (p-nitrobenzyloxycarbonyl chloride). The reagents and catalysts are CN(C)C1=CC=NC=C1 (4-(N,N-dimethylamino)pyridine). Solvent: C(Cl)Cl (methylene chloride), C(Cl)Cl (methylene chloride). Conditions: temperature 0 celsius. The product is [N+](=O)([O-])C1=CC=C(COC(=O)N=C(C)N2C[C@H](CC2)SC(=O)C[C@@H]2[C@H](C(N2C(=C(C)C)C(=O)OCC2=CC=C(C=C2)[N+](=O)[O-])=O)[C@@H](C)OC(=O)OCC2=CC=C(C=C2)[N+](=O)[O-])C=C1 ((3S, 4R)-4-([(S)-1-[N-(p-Nitrobenzyloxycarbonyl)acetimidoyl]pyrrolidin-3-ylthio]carbonylmethyl)-1-(2-methyl-1-(p-nitrobenzyloxycarbonyl)prop-1-enyl]-3-[(R)-1-(p-nitrobenzyloxycarbonyloxy)ethyl]-2-azetidinone). Yield: 42.6%. RXN SMILES: [OH:1][C@@H:2]([C@@H:4]1[C@@H:7]([CH2:8][C:9]([S:11][C@H:12]2[CH2:16][CH2:15][N:14]([C:17](=[N:19][C:20]([O:22][CH2:23][C:24]3[CH:29]=[CH:28][C:27]([N+:30]([O-:32])=[O:31])=[CH:26][CH:25]=3)=[O:21])[CH3:18])[CH2:13]2)=[O:10])[N:6]([C:33]([C:37]([O:39][CH2:40][C:41]2[CH:46]=[CH:45][C:44]([N+:47]([O-:49])=[O:48])=[CH:43][CH:42]=2)=[O:38])=[C:34]([CH3:36])[CH3:35])[C:5]1=[O:50])[CH3:3].[N+:51]([C:54]1[CH:64]=[CH:63][C:57]([CH2:58][O:59][C:60](Cl)=[O:61])=[CH:56][CH:55]=1)([O-:53])=[O:52]>C(Cl)Cl.CN(C1C=CN=CC=1)C>[N+:30]([C:27]1[CH:26]=[CH:25][C:24]([CH2:23][O:22][C:20]([N:19]=[C:17]([N:14]2[CH2:15][CH2:16][C@H:12]([S:11][C:9]([CH2:8][C@H:7]3[N:6]([C:33]([C:37]([O:39][CH2:40][C:41]4[CH:42]=[CH:43][C:44]([N+:47]([O-:49])=[O:48])=[CH:45][CH:46]=4)=[O:38])=[C:34]([CH3:35])[CH3:36])[C:5](=[O:50])[C@@H:4]3[C@H:2]([O:1][C:60]([O:59][CH2:58][C:57]3[CH:56]=[CH:55][C:54]([N+:51]([O-:53])=[O:52])=[CH:64][CH:63]=3)=[O:61])[CH3:3])=[O:10])[CH2:13]2)[CH3:18])=[O:21])=[CH:29][CH:28]=1)([O-:32])=[O:31]. Procedure details: 56 mg (0.079 mmole) of (3S, 4R)-3-[(R)-1-hydroxyethyl]-4-([(S)-1-[N-(p-nitrobenzyloxycarbonyl)acetimidoyl]pyrrolidin-3-ylthio]carbonylmethyl)-1-[2-methyl-1-(p-nitrobenzyloxycarbonyl)prop-1-enyl]-2-azetidinone were dissolved in 1.5 ml of methylene chloride. To the solution were added, in turn, 29 mg (0.24 mmole) of 4-(N,N-dimethylamino)pyridine and 51 mg (0.24 mmole) of p-nitrobenzyloxycarbonyl chloride, with stirring at 0° C. The reaction mixture was stirred at room temperature for 3 hours, dilu... Reactants: C(C(C)(C)C)NC(=O)N (N-neopentylurea), C(#N)CC(=O)OCC (ethyl cyanoacetate). Run in CC[O-].[Na+] (NaOEt). Product: NC1=CC(NC(N1CC(C)(C)C)=O)=O (6-Amino-1-neopentyluracil). RXN SMILES: [CH2:1]([NH:6][C:7]([NH2:9])=[O:8])[C:2]([CH3:5])([CH3:4])[CH3:3].[C:10]([CH2:12][C:13](OCC)=[O:14])#[N:11]>CC[O-].[Na+]>[NH2:11][C:10]1[N:6]([CH2:1][C:2]([CH3:5])([CH3:4])[CH3:3])[C:7](=[O:8])[NH:9][C:13](=[O:14])[CH:12]=1 |f:2.3|. Procedure details: N-neopentylurea (13.0 g, 0.1 mol) and ethyl cyanoacetate (10 ml) were heated in 4N NaOEt (100 ml) for 4 hours under reflux. The reaction mixture was evaporated to dryness, the residue treated with water (100 ml) and then acidified with AcOH to pH 4–5 to form a colorless precipitate. Yield: 11.2 g (59%). Starting materials: CNC1=C(C=C(C=C1)OC)[N+](=O)[O-] (N-methyl-4-methoxy-2-nitroaniline), [H][H] (hydrogen). Reagents/catalysts: [Pd] (palladium-on-charcoal). Solvent: C(C)O (ethanol). The product is COC1=CC(=C(C=C1)NC)N (4-Methoxy-N-methyl-1,2-phenylenediamine). Isolated yield 120.7%. RXN SMILES: [CH3:1][NH:2][C:3]1[CH:8]=[CH:7][C:6]([O:9][CH3:10])=[CH:5][C:4]=1[N+:11]([O-])=O.[H][H]>C(O)C.[Pd]>[CH3:10][O:9][C:6]1[CH:7]=[CH:8][C:3]([NH:2][CH3:1])=[C:4]([NH2:11])[CH:5]=1. Procedure details: A solution of 1.16 g of N-methyl-4-methoxy-2-nitroaniline (prepared as described in Preparation 24) in 50 ml of ethanol was shaken in an atmosphere of hydrogen and in the presence of 0.3 g of 10% w/w palladium-on-charcoal for 3 hours. At the end of this time, the palladium-on-charcoal was filtered off, and the filtrate was freed from the solvent by evaporation under reduced pressure, to give 1.17 g of the title compound having an Rf value=0.50 (on thin layer chromatography on silica gel; develop... The reactants are NC1=C(C(=O)NC2=CC=C3C=NN(C3=C2)C(=O)OC(C)(C)C)C=CC=C1 (2-amino-N-(1-Boc-6-indazolyl)benzamide), C(C)(C)(C)C=1C=C2C(C(=O)OC2=O)=CC1 (4-t-butylphthalic anhydride). Run in C(C)OCC (diethyl ether), C1CCOC1 (THF). Reaction conditions: time 72 hour. The product is N1N=CC2=CC=C(C=C12)NC(C1=C(C=CC=C1)N1C(C2=CC=C(C=C2C1=O)C(C)(C)C)=O)=O (N-(6-indazolyl)-2-(5-t-butyl-1,3-dihydro-1,3-dioxo-2H-isoindol-2-yl)benzamide). Isolated yield 16.3%. As a reaction SMILES: [NH2:1][C:2]1[CH:26]=[CH:25][CH:24]=[CH:23][C:3]=1[C:4]([NH:6][C:7]1[CH:15]=[C:14]2[C:10]([CH:11]=[N:12][N:13]2C(OC(C)(C)C)=O)=[CH:9][CH:8]=1)=[O:5].[C:27]([C:31]1[CH:32]=[C:33]2[C:38](=O)[O:37][C:35](=[O:36])[C:34]2=[CH:40][CH:41]=1)([CH3:30])([CH3:29])[CH3:28]>C1COCC1.C(OCC)C>[NH:13]1[C:14]2[C:10](=[CH:9][CH:8]=[C:7]([NH:6][C:4](=[O:5])[C:3]3[CH:23]=[CH:24][CH:25]=[CH:26][C:2]=3[N:1]3[C:38](=[O:37])[C:33]4[C:34](=[CH:40][CH:41]=[C:31]([C:27]([CH3:29])([CH3:28])[CH3:30])[CH:32]=4)[C:35]3=[O:36])[CH:15]=2)[CH:11]=[N:12]1. Reported procedure: To a stirring solution of 2-amino-N-(1-Boc-6-indazolyl)benzamide (1 g, 2.8 mmol) in THF (30 mL) was added 4-t-butylphthalic anhydride (1.2 g, 5.9 mmol) and the solution was heated to reflux. After 72 h, the vessel was cooled and the volume was reduced to about 10 mL in vacuo. The mixture was diluted with diethyl ether (20 mL) and after sonication, a white solid was collected. This solid was processed by methods substatially equivalent to those described in Example 2-F to give 200 mg of N-(6-inda... Reactants: O=[N+]([O-])c1cc(Br)ccc1O, CC(C)(C)c1ccc(CBr)cc1, O=C([O-])[O-], CN(C)C=O, [K+], [K+], O. As a reaction SMILES: [Br:13][c:14]1[cH:15][c:16]([N+:21](=[O:22])[O-:23])[c:17]([OH:20])[cH:18][cH:19]1.[C:1]([CH3:2])([CH3:3])([CH3:4])[c:5]1[cH:6][cH:7][c:8]([CH2:9][Br:10])[cH:11][cH:12]1.[C:24](=[O:25])([O-:26])[O-:27].[CH3:30][N:31]([CH3:32])[CH:33]=[O:34].[K+:28].[K+:29].[OH2:35]>>[C:1]([CH3:2])([CH3:3])([CH3:4])[c:5]1[cH:6][cH:7][c:8]([CH2:9][O:20][c:17]2[c:16]([N+:21](=[O:22])[O-:23])[cH:15][c:14]([Br:13])[cH:19][cH:18]2)[cH:11][cH:12]1. Yields the product CC(C)(C)c1ccc(COc2ccc(Br)cc2[N+](=O)[O-])cc1. Reactants: Cl (HCl), [H-].[H-].[H-].[H-].[Li+].[Al+3] (LiAlH4), C(C)(C)(C)C1=CC=C(O[C@H]2[C@H](CC3=CC=CC=C23)NC(=O)OC(C)(C)C)C=C1 ((±)cis-1-(4-tert-butylphenoxy)-2-tert-butoxycarbonylaminoindane). Solvent: O1CCCC1 (tetrahydrofuran), O1CCCC1 (tetrahydrofuran). Yields the product Cl.C(C)(C)(C)C1=CC=C(O[C@H]2[C@H](CC3=CC=CC=C23)NC)C=C1 ((±)cis-1-(4-tert-Butylphenoxy)-2-methylaminoindane Hydrochloride). RXN SMILES: [H-].[H-].[H-].[H-].[Li+].[Al+3].[C:7]([C:11]1[CH:34]=[CH:33][C:14]([O:15][C@@H:16]2[C:24]3[C:19](=[CH:20][CH:21]=[CH:22][CH:23]=3)[CH2:18][C@@H:17]2[NH:25][C:26](OC(C)(C)C)=O)=[CH:13][CH:12]=1)([CH3:10])([CH3:9])[CH3:8].[ClH:35]>O1CCCC1>[ClH:35].[C:7]([C:11]1[CH:34]=[CH:33][C:14]([O:15][C@@H:16]2[C:24]3[C:19](=[CH:20][CH:21]=[CH:22][CH:23]=3)[CH2:18][C@@H:17]2[NH:25][CH3:26])=[CH:13][CH:12]=1)([CH3:10])([CH3:8])[CH3:9] |f:0.1.2.3.4.5,9.10|. Procedure: To a solution of LiAlH4 (730 mg, 19 mmol) in dry tetrahydrofuran (30 ml) under argon was added dropwise a solution of (±)cis-1-(4-tert-butylphenoxy)-2-tert-butoxycarbonylaminoindane (1.4 g, 3.7 mmol) in dry tetrahydrofuran (60 ml). The reaction was heated at reflux for 3 h then cooled with an ice/water bath and quenched with the minimum of water. The reaction was filtered and dried over MgSO4. Solvents were removed in vacuo and the residue subjected to column chromatography on silica gel eluting...